From a dataset of the Open Reaction Database (ORD), a public repository of structured organic reaction records. describe an organic reaction: reactants, conditions, products, and yield The reactants are FCF, Nc1nc(Cl)cc(Cl)n1, [Na+], C1COCCO1, [OH-]. Product: Nc1nc(Cl)cc(OC(F)F)n1. As a reaction SMILES: [F:16][CH2:17][F:18].[NH2:1][c:2]1[n:3][c:4]([Cl:9])[cH:5][c:6]([Cl:8])[n:7]1.[Na+:20].[O:10]1[CH2:11][CH2:12][O:13][CH2:14][CH2:15]1.[OH-:19]>>[NH2:1][c:2]1[n:3][c:4]([O:10][CH:17]([F:16])[F:18])[cH:5][c:6]([Cl:8])[n:7]1. Reagents/catalysts: [Pd] (Pd). Reported procedure: Pd on C, (10%, wet, Degussa) (1 g, 0.9397 mmol) was added to a stirred solution of tert-butyl (3S)-3-[(3-nitro-4-pyridyl)oxy]piperidine-1-carboxylate (2.65 g, 8.196 mmol) in EtOAc (30 mL)/EtOH (15 mL). The reaction was placed under an atmosphere of hydrogen and stirred at ambient temperature for 16 hours. The catalyst was removed by filtration through a pad of celite and the filtrate concentrated in vacuo to give the sub-title compound as an off-white solid (2.46 g, >100% Yield). MS (2ES+) 587.3... The reactants are [N+](=O)([O-])C=1C=NC=CC1O[C@@H]1CN(CCC1)C(=O)OC(C)(C)C (tert-butyl (3S)-3-[(3-nitro-4-pyridyl)oxy]piperidine-1-carboxylate), CCO (EtOH). Conditions: time 16 hour. Solvent: CCOC(=O)C (EtOAc). Yields the product NC=1C=NC=CC1O[C@@H]1CN(CCC1)C(=O)OC(C)(C)C ((S)-tert-butyl 3((3-aminopyridin-4-yl)oxy)piperidine-1-carboxylate). Isolated yield 102.3%. RXN SMILES: [N+:1]([C:4]1[CH:5]=[N:6][CH:7]=[CH:8][C:9]=1[O:10][C@H:11]1[CH2:16][CH2:15][CH2:14][N:13]([C:17]([O:19][C:20]([CH3:23])([CH3:22])[CH3:21])=[O:18])[CH2:12]1)([O-])=O.CCO>CCOC(C)=O.[Pd]>[NH2:1][C:4]1[CH:5]=[N:6][CH:7]=[CH:8][C:9]=1[O:10][C@H:11]1[CH2:16][CH2:15][CH2:14][N:13]([C:17]([O:19][C:20]([CH3:23])([CH3:22])[CH3:21])=[O:18])[CH2:12]1. Procedure: The starting material is prepared as follows: The solution of 1,325 g of 1-methylpyrrole-2-carboxylic acid in 2,400 ml of dimethylformamide is added to the suspension prepared from 568.5 g of 50% sodium hydride in mineral oil and 2,400 ml of dimethylformamide, while stirring under nitrogen and cooling with ice. Thereupon 1,000 ml of dimethylformamide are added, followed by 4,316 g of methyl iodide while stirring and keeping the temperature below 88°. Stirring is continued overnight at room tempe... Product: COC(=O)C=1N(C=CC1)C (1-methylpyrrole-2-carboxylic acid methyl ester). Run at time 8 hour. RXN SMILES: [CH3:1][N:2]1[CH:6]=[CH:5][CH:4]=[C:3]1[C:7]([OH:9])=[O:8].[H-].[Na+].[CH3:12]I.O>CN(C)C=O>[CH3:12][O:8][C:7]([C:3]1[N:2]([CH3:1])[CH:6]=[CH:5][CH:4]=1)=[O:9] |f:1.2|. Starting materials: [H-].[Na+] (sodium hydride), O (water), CN1C(=CC=C1)C(=O)O (1-methylpyrrole-2-carboxylic acid), CI (methyl iodide). Run in CN(C=O)C (dimethylformamide), CN(C=O)C (dimethylformamide), CN(C=O)C (dimethylformamide). Conditions: time 15 minute. Reported procedure: Propyl isocyanate (Aldrich, 42 mL, 0.442 mol) was added dropwise to a solution of cyclohexanemethylamine (Aldrich, 50.1 g, 0.442 mol) in anhydrous benzene (800 mL) at 0° C. under nitrogen. The solution was then stirred for 15 min before being concentrated in vacuo to a volume of 250 mL. The colorless crystals which formed upon standing at 0° C. were filtered off, washed with hexanes (2×70 mL), and dried (0.5 Torr) to give 1-(cyclohexylmethyl)-3-propylurea (83.90 g, 96%), m.p. 60°-61° C.; 1H-NMR ... The yield is 95.7%. Reaction SMILES: [CH2:1]([N:4]=[C:5]=[O:6])[CH2:2][CH3:3].[CH:7]1([CH2:13][NH2:14])[CH2:12][CH2:11][CH2:10][CH2:9][CH2:8]1>C1C=CC=CC=1>[CH:7]1([CH2:13][NH:14][C:5]([NH:4][CH2:1][CH2:2][CH3:3])=[O:6])[CH2:12][CH2:11][CH2:10][CH2:9][CH2:8]1. Yields the product C1(CCCCC1)CNC(=O)NCCC (1-(cyclohexylmethyl)-3-propylurea). Reactants: C(CC)N=C=O (Propyl isocyanate), C1(CCCCC1)CN (cyclohexanemethylamine). Run in C1=CC=CC=C1 (benzene). The reactants are ClC1=CC=C(C=C1)SC1N(CCNC1=O)C(=O)OC(C)(C)C (t-Butyl 2-(4-Chlorophenylthio)-3-oxo-1-piperazinecarboxylate), CI (methyl iodide), C(C1=CC=CC=C1)OC1=CC=C(CCl)C=C1 (p-benzyloxybenzyl chloride). Yields the product ClC1=CC=C(C=C1)SC1(N(CCNC1=O)C(=O)OC(C)(C)C)C (t-Butyl 2-(4-chlorophenylthio)-2-methyl-3-oxo-1-piperazinecarboxylate). RXN SMILES: [Cl:1][C:2]1[CH:7]=[CH:6][C:5]([S:8][CH:9]2[C:14](=[O:15])[NH:13][CH2:12][CH2:11][N:10]2[C:16]([O:18][C:19]([CH3:22])([CH3:21])[CH3:20])=[O:17])=[CH:4][CH:3]=1.CI.[CH2:25](OC1C=CC(CCl)=CC=1)C1C=CC=CC=1>>[Cl:1][C:2]1[CH:7]=[CH:6][C:5]([S:8][C:9]2([CH3:25])[C:14](=[O:15])[NH:13][CH2:12][CH2:11][N:10]2[C:16]([O:18][C:19]([CH3:22])([CH3:21])[CH3:20])=[O:17])=[CH:4][CH:3]=1. Procedure details: When in the procedure of Example 3a, 27a is substituted for 2 and methyl iodide substituted for p-benzyloxybenzyl chloride, the title compound is obtained. Reactants: BrC=1N=C2C(=NC1)N(C=C2C(=O)NC(C)(C)C)COCC[Si](C)(C)C (2-bromo-N-tert-butyl-5-((2-(trimethylsilyl)ethoxy)methyl)-5H-pyrrolo[2,3-b]pyrazine-7-carboxamide), CC1=NNC(=C1)N (3-methyl-1H-pyrazol-5-amine), C=1C=CC(=CC1)P(C=2C=CC=CC2)C3=CC=C4C=CC=CC4=C3C5=C6C=CC=CC6=CC=C5P(C=7C=CC=CC7)C=8C=CC=CC8 (BINAP), CC(C)([O-])C.[Na+] (sodium tert-butoxide). The reagents and catalysts are C(C)(=O)[O-].[Pd+2].C(C)(=O)[O-] (palladium (II) acetate). Solvent: O (water), CN(C)C=O (DMF), C1(=CC=CC=C1)C (toluene). Run at temperature 140 celsius. The product is C(C)(C)(C)NC(=O)C1=CN(C2=NC=C(N=C21)NC2=CC(=NN2)C)COCC[Si](C)(C)C (N-tert-butyl-2-(3-methyl-1H-pyrazol-5-ylamino)-5-((2-(trimethylsilyl)ethoxy)methyl)-5H-pyrrolo[2,3-b]pyrazine-7-carboxamide). Isolated yield 17.4%. Reaction SMILES: Br[C:2]1[N:3]=[C:4]2[C:10]([C:11]([NH:13][C:14]([CH3:17])([CH3:16])[CH3:15])=[O:12])=[CH:9][N:8]([CH2:18][O:19][CH2:20][CH2:21][Si:22]([CH3:25])([CH3:24])[CH3:23])[C:5]2=[N:6][CH:7]=1.[CH3:26][C:27]1[CH:31]=[C:30]([NH2:32])[NH:29][N:28]=1.C1C=CC(P(C2C(C3C(P(C4C=CC=CC=4)C4C=CC=CC=4)=CC=C4C=3C=CC=C4)=C3C(C=CC=C3)=CC=2)C2C=CC=CC=2)=CC=1.CC(C)([O-])C.[Na+]>CN(C=O)C.C1(C)C=CC=CC=1.O.C([O-])(=O)C.[Pd+2].C([O-])(=O)C>[C:14]([NH:13][C:11]([C:10]1[C:4]2[C:5](=[N:6][CH:7]=[C:2]([NH:32][C:30]3[NH:29][N:28]=[C:27]([CH3:26])[CH:31]=3)[N:3]=2)[N:8]([CH2:18][O:19][CH2:20][CH2:21][Si:22]([CH3:25])([CH3:24])[CH3:23])[CH:9]=1)=[O:12])([CH3:17])([CH3:16])[CH3:15] |f:3.4,8.9.10|. Procedure: A mixture of 2-bromo-N-tert-butyl-5-((2-(trimethylsilyl)ethoxy)methyl)-5H-pyrrolo[2,3-b]pyrazine-7-carboxamide (150 mg, 351 μmol), 3-methyl-1H-pyrazol-5-amine (51.1 mg, 526 μmol), BINAP (10.9 mg, 17.5 μmol), palladium (II) acetate (19.7 mg, 87.7 μmol) and sodium tert-butoxide (84.3 mg, 877 μmol) in DMF (1 mL) and toluene (500 μL) was heated in a microwave at 140° C. for 20 min. The reaction mixture was diluted with water then extracted into ethyl acetate (3×). The combined organic extracts were ...